Task: describe an organic reaction: reactants, conditions, products, and yield. Dataset: the Open Reaction Database (ORD), a public repository of structured organic reaction records The reactants are CC1=NC(=CC=C1)C (2,6-dimethyl pyridine), N1=CC(=CC=C1)C=O (pyridine-3-carbaldehyde). Run in C(C)(=O)OC(C)=O (acetic anhydride). Product: CC1=NC(=CC=C1)C=CC=1C=NC=CC1 (2-Methyl-6-[2-(pyridin-3-yl)-vinyl]-pyridine). RXN SMILES: [CH3:1][C:2]1[CH:7]=[CH:6][CH:5]=[C:4]([CH3:8])[N:3]=1.[N:9]1[CH:14]=[CH:13][CH:12]=[C:11]([CH:15]=O)[CH:10]=1>C(OC(=O)C)(=O)C>[CH3:1][C:2]1[CH:7]=[CH:6][CH:5]=[C:4]([CH:8]=[CH:15][C:11]2[CH:10]=[N:9][CH:14]=[CH:13][CH:12]=2)[N:3]=1. Procedure details: A solution of 2,6-dimethyl pyridine (5.8 ml, 50 mMol), pyridine-3-carbaldehyde (4.9 ml, 52 mMol) in acetic anhydride (9.5 ml) is heated under reflux for 10 hours. The acetic anhydride is then evaporated in vacuo and the residue purified on column chromatography (silica gel 900 g). The column is first eluted with toluene/acetone 9:1 (7 L), then with toluene/acetone 4:1 (5 L) and finally with toluene/acetone 2:1 (5 L). The fractions containing the desired compound are combined, and evaporated in v...